Dataset: the Open Reaction Database (ORD), a public repository of structured organic reaction records. Task: describe an organic reaction: reactants, conditions, products, and yield Reactants: C(C)(=O)NC=1C=CC(=C(C(=O)O)C1)Br (5-(acetylamino)-2-bromobenzoic acid), ON1N=NC2=C1C=CC=C2 (1-hydroxybenzotriazole), CN(C)C1=NC=CC=C1 (dimethylaminopyridine), Cl.CN(CCCC(C)N=C=N)C (1-(3-dimethylaminopropyl)-ethylcarbodiimide hydrochloride). Solvent: ClCCl.C(C)O (dichloromethane ethanol). Run at time 2 hour. Product: C(C)(=O)NC=1C=CC(=C(C(=O)OCC)C1)Br (Ethyl 5-(acetylamino)-2-bromobenzoate). Yield: 76.2%. RXN SMILES: [C:1]([NH:4][C:5]1[CH:6]=[CH:7][C:8]([Br:14])=[C:9]([CH:13]=1)[C:10]([OH:12])=[O:11])(=[O:3])[CH3:2].ON1[C:20]2C=CC=C[C:19]=2N=N1.CN(C1C=CC=CN=1)C.Cl.CN(C)CCCC(N=C=N)C>ClCCl.C(O)C>[C:1]([NH:4][C:5]1[CH:6]=[CH:7][C:8]([Br:14])=[C:9]([CH:13]=1)[C:10]([O:12][CH2:19][CH3:20])=[O:11])(=[O:3])[CH3:2] |f:3.4,5.6|. Reported procedure: A mixture of 5-(acetylamino)-2-bromobenzoic acid (2.58 g, 10 mmol), 1-hydroxybenzotriazole (1.68 g, 11 mmol), dimethylaminopyridine (1.22 g, 10 mmol) and 1-(3-dimethylaminopropyl)-ethylcarbodiimide hydrochloride (2.20 g, 11.5 mmol) in dichloromethane/ethanol (5:1, 30 ml) was stirred at room temperature for 2 hours then washed with saturated sodium bicarbonate solution, dried (magnesium sulphate) and chromatographed on silica eluting with ethyl acetate/iso-hexane (2:3) to give 2.18 g of white sol... The reactants are [H-].[Na+] (sodium hydride), CN=C=O (methyl isocyanate), CN(C)C=NC1=C(C=NC=C1)O (4-[[(dimethylamino)methylene]amino]-3-pyridinol). Solvent: O1CCCC1 (tetrahydrofuran). Run at time 8 hour. Yields the product CNC(=O)OC=1C=NC=CC1N=CN(C)C (4-[[(Dimethylamino)methylene]amino]-3-pyridinol methylcarbamate). Reaction SMILES: [CH3:1][N:2]([CH:4]=[N:5][C:6]1[CH:11]=[CH:10][N:9]=[CH:8][C:7]=1[OH:12])[CH3:3].[H-].[Na+].[CH3:15][N:16]=[C:17]=[O:18]>O1CCCC1>[CH3:15][NH:16][C:17]([O:12][C:7]1[CH:8]=[N:9][CH:10]=[CH:11][C:6]=1[N:5]=[CH:4][N:2]([CH3:1])[CH3:3])=[O:18] |f:1.2|. Procedure: To a hot suspension of 4-[[(dimethylamino)methylene]amino]-3-pyridinol (7.0 g) in dry tetrahydrofuran (THF) were added sodium hydride (168 mg) and methyl isocyanate (2.6 ml). The reaction mixture was stirred at room temperature overnight, cooled in an ice-methanol bath and filtered. The solid was washed with diethyl ether and distributed between methylene chloride (250 ml) and saturated ammonium chloride (30 ml) and, extracted twice more with methylene chloride (200 ml). The solution was dried (... Reactants: O=C1CCC1, CCOC(C)=O, CC(=O)O, Cc1ccc(N)cc1, N#C[Na]. Product: Cc1ccc(NC2(C#N)CCC2)cc1. Reaction SMILES: [C:12]1(=[O:16])[CH2:13][CH2:14][CH2:15]1.[CH3:17][CH2:18][O:19][C:20](=[O:21])[CH3:22].[CH3:23][C:24](=[O:25])[OH:26].[CH3:4][c:5]1[cH:6][cH:7][c:8]([NH2:9])[cH:10][cH:11]1.[Na:1][C:2]#[N:3]>>[C:2](#[N:3])[C:12]1([NH:9][c:8]2[cH:7][cH:6][c:5]([CH3:4])[cH:11][cH:10]2)[CH2:13][CH2:14][CH2:15]1. Starting materials: S(=O)(Cl)Cl (thionyl chloride), ClC(C(Br)[C@@H]1C([C@H]1C(=O)O)(C)C)(Br)C1=CC=C(C=C1)Cl (trans-3-(2-chloro-2-(4-chloro-phenyl)-1,2-dibromoethyl)-2,2-dimethyl-cyclopropane-1-(R,S)-carboxylic acid), S(=O)(Cl)Cl (thionyl chloride). Solvent: C(Cl)(Cl)(Cl)Cl (carbon tetrachloride). Yields the product ClC(C(Br)[C@@H]1C([C@H]1C(=O)Cl)(C)C)(Br)C1=CC=C(C=C1)Cl (trans-3-(2-chloro-2-(4-chloro-phenyl)-1,2-dibromoethyl)-2,2-dimethyl-cyclopropane-1-(R,S)-carboxylic acid chloride). Yield: 94.0%. Reaction SMILES: [Cl:1][C:2]([C:14]1[CH:19]=[CH:18][C:17]([Cl:20])=[CH:16][CH:15]=1)([Br:13])[CH:3]([C@H:5]1[C@H:7]([C:8](O)=[O:9])[C:6]1([CH3:12])[CH3:11])[Br:4].S(Cl)([Cl:23])=O>C(Cl)(Cl)(Cl)Cl>[Cl:1][C:2]([C:14]1[CH:19]=[CH:18][C:17]([Cl:20])=[CH:16][CH:15]=1)([Br:13])[CH:3]([C@H:5]1[C@H:7]([C:8]([Cl:23])=[O:9])[C:6]1([CH3:12])[CH3:11])[Br:4]. Procedure: 14 g of trans-3-(2-chloro-2-(4-chloro-phenyl)-1,2-dibromoethyl)-2,2-dimethyl-cyclopropane-1-(R,S)-carboxylic acid were dissolved in 100 ml of carbon tetrachloride, 75 g of thionyl chloride were added and the mixture was heated to the reflux temperature for 4 hours. The solvent and excess thionyl chloride were then stripped off in vacuo. 13.7 g (77.8% of theory) of trans-3-(2-chloro-2-(4-chloro-phenyl)-1,2-dibromoethyl)-2,2-dimethyl-cyclopropane-1-(R,S)-carboxylic acid chloride were obtained as a... Starting materials: CO, COC(=O)c1cc(OCc2ccccc2F)cc([N+](=O)[O-])c1, [Na+], [OH-], O. Product: O=C(O)c1cc(OCc2ccccc2F)cc([N+](=O)[O-])c1. RXN SMILES: [CH3:23][OH:24].[F:1][c:2]1[c:3]([CH2:4][O:5][c:6]2[cH:7][c:8]([C:9](=[O:10])[O:11][CH3:12])[cH:13][c:14]([N+:16](=[O:17])[O-:18])[cH:15]2)[cH:19][cH:20][cH:21][cH:22]1.[Na+:26].[OH-:25].[OH2:27]>>[F:1][c:2]1[c:3]([CH2:4][O:5][c:6]2[cH:7][c:8]([C:9](=[O:10])[OH:11])[cH:13][c:14]([N+:16](=[O:17])[O-:18])[cH:15]2)[cH:19][cH:20][cH:21][cH:22]1. The reactants are CCOc1ccc(C(=O)O)cc1, CCN=C=NCCCN(C)C, CCOC(C)=O, CCN(C(C)C)C(C)C, Cl, Cl, CCOC(=O)C1(N)CC1, C1CCOC1, On1nnc2ccccc21. Product: CCOC(=O)C1(NC(=O)c2ccc(OCC)cc2)CC1. As a reaction SMILES: [CH2:1]([CH3:2])[O:3][c:4]1[cH:5][cH:6][c:7]([C:8](=[O:9])[OH:10])[cH:11][cH:12]1.[CH3:24][N:25]([CH3:26])[CH2:27][CH2:28][CH2:29][N:30]=[C:31]=[N:32][CH2:33][CH3:34].[CH3:59][CH2:60][O:61][C:62](=[O:63])[CH3:64].[CH:45]([N:46]([CH:47]([CH3:48])[CH3:49])[CH2:50][CH3:51])([CH3:52])[CH3:53].[ClH:13].[ClH:23].[NH2:14][C:15]1([C:18](=[O:19])[O:20][CH2:21][CH3:22])[CH2:16][CH2:17]1.[O:54]1[CH2:55][CH2:56][CH2:57][CH2:58]1.[OH:35][n:36]1[c:37]2[cH:38][cH:39][cH:40][cH:41][c:42]2[n:43][n:44]1>>[CH2:1]([CH3:2])[O:3][c:4]1[cH:5][cH:6][c:7]([C:8](=[O:10])[NH:14][C:15]2([C:18](=[O:19])[O:20][CH2:21][CH3:22])[CH2:16][CH2:17]2)[cH:11][cH:12]1. Reagents/catalysts: [Pd] (Pd/C). As a reaction SMILES: C(OC([NH:11][CH2:12][C:13]1[CH:14]=[C:15]([NH:19][C:20](=[O:59])[CH2:21][O:22][C:23]2[CH:28]=[CH:27][C:26]([CH:29]([NH:33][C:34]3[CH:35]=[C:36]4[C:41](=[CH:42][CH:43]=3)[C:40]([N:44]([C:52]([O:54][C:55]([CH3:58])([CH3:57])[CH3:56])=[O:53])[C:45]([O:47][C:48]([CH3:51])([CH3:50])[CH3:49])=[O:46])=[N:39][CH:38]=[CH:37]4)[C:30]([OH:32])=[O:31])=[CH:25][CH:24]=2)[CH:16]=[CH:17][CH:18]=1)=O)C1C=CC=CC=1>CO.[Pd]>[NH2:11][CH2:12][C:13]1[CH:14]=[C:15]([NH:19][C:20](=[O:59])[CH2:21][O:22][C:23]2[CH:24]=[CH:25][C:26]([CH:29]([NH:33][C:34]3[CH:35]=[C:36]4[C:41](=[CH:42][CH:43]=3)[C:40]([N:44]([C:52]([O:54][C:55]([CH3:58])([CH3:57])[CH3:56])=[O:53])[C:45]([O:47][C:48]([CH3:49])([CH3:50])[CH3:51])=[O:46])=[N:39][CH:38]=[CH:37]4)[C:30]([OH:32])=[O:31])=[CH:27][CH:28]=2)[CH:16]=[CH:17][CH:18]=1. Reported procedure: To a solution of 66D (152 mg) in 10 mL MeOH, was added 10% Pd/C (ca. 20 mg). The mixture was hydrogenated at 5 psi for 20 min. The reaction mixture was filtered, concentrated and purified by flash chromatography (0 to 25% MeOH in DCM) to give 66E (85 mg, 68%). MS (ESI) m/z 672.4(M+H)+. Conditions: time 20 minute. Solvent: CO (MeOH). Reactants: C(C1=CC=CC=C1)OC(=O)NCC=1C=C(C=CC1)NC(COC1=CC=C(C=C1)C(C(=O)O)NC=1C=C2C=CN=C(C2=CC1)N(C(=O)OC(C)(C)C)C(=O)OC(C)(C)C)=O (2-(4-(2-(3-((benzyloxycarbonylamino)methyl)phenylamino)-2-oxoethoxy)phenyl)-2-(1-(bis(tert-butoxycarbonyl)amino)isoquinolin-6-ylamino)acetic acid). Yields the product NCC=1C=C(C=CC1)NC(COC1=CC=C(C=C1)C(C(=O)O)NC=1C=C2C=CN=C(C2=CC1)N(C(=O)OC(C)(C)C)C(=O)OC(C)(C)C)=O (2-(4-(2-(3-(aminomethyl)phenylamino)-2-oxoethoxy)phenyl)-2-(1-(bis(tert-butoxycarbonyl)amino)isoquinolin-6-ylamino)acetic acid). Yield: 67.1%. The reactants are OB(O)c1ccccc1 (effective_coupling_partner), CCN(CC)C(=O)Oc1ccccc1/C=C/c2ccccc2 (substrate). Reagents/catalysts: PCy3. Reaction conditions: temperature 150 celsius, time 10 hour. Yields the product C(=C\c1ccccc1c2ccccc2)/c3ccccc3. The reactants are [OH-].[K+] (potassium hydroxide), SCC1C(=O)OCC1C1=CC=C(C=C1)[N+](=O)[O-] (α-mercaptomethyl-β-(p-nitrophenyl)-γ-butyrolactone), C(C1=CC=CC=C1)Br (benzyl bromide). Solvent: C(C)O (ethanol), C(C)(=O)OCC (ethyl acetate). Conditions: time 4 hour. The product is C(C1=CC=CC=C1)SCC1C(=O)OCC1C1=CC=C(C=C1)[N+](=O)[O-] (α-benzylthiomethyl-β-(p-nitrophenyl)-γ-butyrolactone). Isolated yield 63.6%. As a reaction SMILES: [OH-].[K+].[SH:3][CH2:4][CH:5]1[CH:10]([C:11]2[CH:16]=[CH:15][C:14]([N+:17]([O-:19])=[O:18])=[CH:13][CH:12]=2)[CH2:9][O:8][C:6]1=[O:7].[CH2:20](Br)[C:21]1[CH:26]=[CH:25][CH:24]=[CH:23][CH:22]=1>C(O)C.C(OCC)(=O)C>[CH2:20]([S:3][CH2:4][CH:5]1[CH:10]([C:11]2[CH:16]=[CH:15][C:14]([N+:17]([O-:19])=[O:18])=[CH:13][CH:12]=2)[CH2:9][O:8][C:6]1=[O:7])[C:21]1[CH:26]=[CH:25][CH:24]=[CH:23][CH:22]=1 |f:0.1|. Procedure details: To a solution of 71 mg of potassium hydroxide in 6 ml of ethanol were added 253 mg of α-mercaptomethyl-β-(p-nitrophenyl)-γ-butyrolactone and 239 mg of benzyl bromide and the resulting mixture was kept at room temperature for 4 hours. After completion of the reaction, the reaction mixture was diluted with 60 ml of ethyl acetate, washed with water and saturated saline, dried over magnesium sulfate and the solvent was distilled off. The resulting crude product was purified by a silica gel column ch... Reactants: C1CCOC1, COC(=O)c1cc(F)cc2c1CCCC2, [Li+], [OH-], O. The product is O=C(O)c1cc(F)cc2c1CCCC2. RXN SMILES: [CH2:19]1[O:20][CH2:21][CH2:22][CH2:23]1.[F:1][c:2]1[cH:3][c:4]([C:12](=[O:13])[O:14][CH3:15])[c:5]2[c:10]([cH:11]1)[CH2:9][CH2:8][CH2:7][CH2:6]2.[Li+:17].[OH-:16].[OH2:18]>>[F:1][c:2]1[cH:3][c:4]([C:12](=[O:13])[OH:14])[c:5]2[c:10]([cH:11]1)[CH2:9][CH2:8][CH2:7][CH2:6]2.